From a dataset of the Open Reaction Database (ORD), a public repository of structured organic reaction records. describe an organic reaction: reactants, conditions, products, and yield Conditions: time 0.5 hour. Procedure: A solution of 50.47 g of p-hydroxythiophenol in 250 ml of tetrahydrofuran was added to a suspension of 38.40 g of sodium hydride (as a 55% w/w dispersion in mineral oil) in 380 ml of dimethylformamide, whilst ice-cooling, and under an atmosphere of nitrogen, and the resulting mixture was stirred for 0.5 hour. At the end of this time, a solution of 54.2 ml of p-methoxybenzyl chloride in 120 ml of tetrahydrofuran was added dropwise to the resulting mixture, which was then stirred for 1 hour. The r... The reactants are COC1=CC=C(CCl)C=C1 (p-methoxybenzyl chloride), OC1=CC=C(C=C1)S (p-hydroxythiophenol), [H-].[Na+] (sodium hydride), C(C)(=O)O (acetic acid). As a reaction SMILES: [OH:1][C:2]1[CH:7]=[CH:6][C:5]([SH:8])=[CH:4][CH:3]=1.[H-].[Na+].[CH3:11][O:12][C:13]1[CH:20]=[CH:19][C:16]([CH2:17]Cl)=[CH:15][CH:14]=1.C(O)(=O)C>O1CCCC1.CN(C)C=O.O>[CH3:11][O:12][C:13]1[CH:20]=[CH:19][C:16]([CH2:17][S:8][C:5]2[CH:6]=[CH:7][C:2]([OH:1])=[CH:3][CH:4]=2)=[CH:15][CH:14]=1 |f:1.2|. Solvent: O1CCCC1 (tetrahydrofuran), O (water), O1CCCC1 (tetrahydrofuran), CN(C=O)C (dimethylformamide). Product: COC1=CC=C(CSC2=CC=C(C=C2)O)C=C1 (4-(4-methoxybenzylthio)phenol). Starting materials: COC1=CC(=C(C(=C1)C)\N=C(/SCC(=O)O)\N/N=C/C1=CC=C(C=C1)C1=NN(C=N1)C1=CC=C(C=C1)OC(F)(F)F)C (2-((Z)-(4-methoxy-2,6-dimethylphenylimino)((E)-2-(4-(1-(4-(trifluoromethoxy)phenyl)-1H-1,2,4-triazol-3-yl)benzylidene)hydrazinyl)methylthio)acetic acid), C[O-].[Na+] (sodium methanolate). Run in C1CCOC1 (THF). Yields the product [Na+].COC1=CC(=C(C(=C1)C)\N=C(/SCC(=O)[O-])\N/N=C/C1=CC=C(C=C1)C1=NN(C=N1)C1=CC=C(C=C1)OC(F)(F)F)C (2-(((Z)-((4-methoxy-2,6-dimethylphenyl)imino)((E)-2-(4-(1-(4-(trifluoromethoxy)phenyl)-1H-1,2,4-triazol-3-yl)benzylidene)hydrazinyl)methyl)-thio)acetic acid sodium salt), solid. The yield is 39.0%. RXN SMILES: [CH3:1][O:2][C:3]1[CH:8]=[C:7]([CH3:9])[C:6](/[N:10]=[C:11](/[NH:17]/[N:18]=[CH:19]/[C:20]2[CH:25]=[CH:24][C:23]([C:26]3[N:30]=[CH:29][N:28]([C:31]4[CH:36]=[CH:35][C:34]([O:37][C:38]([F:41])([F:40])[F:39])=[CH:33][CH:32]=4)[N:27]=3)=[CH:22][CH:21]=2)\[S:12][CH2:13][C:14]([OH:16])=[O:15])=[C:5]([CH3:42])[CH:4]=1.C[O-].[Na+:45]>C1COCC1>[Na+:45].[CH3:1][O:2][C:3]1[CH:8]=[C:7]([CH3:9])[C:6](/[N:10]=[C:11](/[NH:17]/[N:18]=[CH:19]/[C:20]2[CH:25]=[CH:24][C:23]([C:26]3[N:30]=[CH:29][N:28]([C:31]4[CH:32]=[CH:33][C:34]([O:37][C:38]([F:40])([F:41])[F:39])=[CH:35][CH:36]=4)[N:27]=3)=[CH:22][CH:21]=2)\[S:12][CH2:13][C:14]([O-:16])=[O:15])=[C:5]([CH3:42])[CH:4]=1 |f:1.2,4.5|. Procedure: To a solution of 2-((Z)-(4-methoxy-2,6-dimethylphenylimino)((E)-2-(4-(1-(4-(trifluoromethoxy)phenyl)-1H-1,2,4-triazol-3-yl)benzylidene)hydrazinyl)methylthio)acetic acid (77.7 mg, 0.130 mmol) in THF (10 mL) was added slowly sodium methanolate (0.5 M in methanol; 260 μL, 0.130 mmol) at room temperature. The mixture immediately turned a darker yellow and was then evaporated at room temperature under vacuum giving a light orange solid. This material was triturated with Et2O (2×) and isolated by deca...